Dataset: the Open Reaction Database (ORD), a public repository of structured organic reaction records. Task: describe an organic reaction: reactants, conditions, products, and yield Starting materials: BrC1=CC=2[C@@]3(C4=CC(=CC=C4OC2C=C1)OCC(C)(C)C)N=C(OC3)N ((4R)-2′-bromo-7′-(2,2-dimethylpropoxy)spiro[1,3-oxazole-4,9′-xanthen]-2-amine), C(C)(C)NC(C)C (diisopropylamine), C(#C)C1CC1 (ethynylcyclopropane). The reagents and catalysts are C=1C=CC(=CC1)[P](C=2C=CC=CC2)(C=3C=CC=CC3)[Pd]([P](C=4C=CC=CC4)(C=5C=CC=CC5)C=6C=CC=CC6)([P](C=7C=CC=CC7)(C=8C=CC=CC8)C=9C=CC=CC9)[P](C=1C=CC=CC1)(C=1C=CC=CC1)C=1C=CC=CC1 (tetrakis(triphenylphosphine)palladium(0)), [Cu]I (copper(I) iodide). The solvent is CCOC(=O)C (EtOAc). Run at temperature 50 celsius. Yields the product C1(CC1)C#CC1=CC=2[C@@]3(C4=CC(=CC=C4OC2C=C1)OCC(C)(C)C)N=C(OC3)N ((4S)-2′-(cyclopropylethynyl)-7′-(2,2-dimethylpropoxy)spiro[1,3-oxazole-4,9′-xanthen]-2-amine). Reaction SMILES: Br[C:2]1[CH:15]=[CH:14][C:13]2[O:12][C:11]3[C:6](=[CH:7][C:8]([O:16][CH2:17][C:18]([CH3:21])([CH3:20])[CH3:19])=[CH:9][CH:10]=3)[C@:5]3([CH2:25][O:24][C:23]([NH2:26])=[N:22]3)[C:4]=2[CH:3]=1.C(NC(C)C)(C)C.[C:34]([CH:36]1[CH2:38][CH2:37]1)#[CH:35]>CCOC(C)=O.C1C=CC([P]([Pd]([P](C2C=CC=CC=2)(C2C=CC=CC=2)C2C=CC=CC=2)([P](C2C=CC=CC=2)(C2C=CC=CC=2)C2C=CC=CC=2)[P](C2C=CC=CC=2)(C2C=CC=CC=2)C2C=CC=CC=2)(C2C=CC=CC=2)C2C=CC=CC=2)=CC=1.[Cu]I>[CH:36]1([C:34]#[C:35][C:2]2[CH:15]=[CH:14][C:13]3[O:12][C:11]4[C:6](=[CH:7][C:8]([O:16][CH2:17][C:18]([CH3:19])([CH3:20])[CH3:21])=[CH:9][CH:10]=4)[C@:5]4([CH2:25][O:24][C:23]([NH2:26])=[N:22]4)[C:4]=3[CH:3]=2)[CH2:38][CH2:37]1 |^1:48,50,69,88|. Procedure: A vial was charged with (4R)-2′-bromo-7′-(2,2-dimethylpropoxy)spiro[1,3-oxazole-4,9′-xanthen]-2-amine (52.5 mg, 126 μmol), tetrakis(triphenylphosphine)palladium(0) (14.5 mg, 12.6 μmol), copper(I) iodide (4.79 mg, 25.2 μmol), diisopropylamine (629 μl, 126 μmol), and ethynylcyclopropane (32.0 μl, 377 μmol). The vial was heated in a 50° C. oil bath for 15 h. The reaction mixture was diluted with EtOAc and filtered through celite. The filtrate was evaporated, and the crude residue was purified by ch... Starting materials: O=C([O-])[O-], C1CCOC1, CCCCBr, CC#N, CS(C)=O, [K+], [K+], c1ccc2c(c1)nc1snc(N3CCNCC3)n12. Product: CCCCN1CCN(c2nsc3nc4ccccc4n23)CC1. Reaction SMILES: [C:1](=[O:2])([O-:3])[O-:4].[CH2:33]1[O:34][CH2:35][CH2:36][CH2:37]1.[CH2:7]([CH2:8][CH2:9][CH3:10])[Br:11].[CH3:30][C:31]#[N:32].[CH3:38][S:39]([CH3:40])=[O:41].[K+:5].[K+:6].[N:12]1([c:18]2[n:19][s:20][c:21]3[n:22][c:23]4[c:24]([n:25]23)[cH:26][cH:27][cH:28][cH:29]4)[CH2:13][CH2:14][NH:15][CH2:16][CH2:17]1>>[CH2:7]([CH2:8][CH2:9][CH3:10])[N:15]1[CH2:14][CH2:13][N:12]([c:18]2[n:19][s:20][c:21]3[n:22][c:23]4[c:24]([n:25]23)[cH:26][cH:27][cH:28][cH:29]4)[CH2:17][CH2:16]1. Starting materials: [Li+].C[Si](C)(C)[N-][Si](C)(C)C (LiHMDS), NC=1C=CC(=NC1)OC (5-amino-2-methoxypyridine), ClC1=NC2=CC=CC=C2C=C1C1=C2N=CN(C2=NC(=N1)C)C1OCCCC1 (2-chloro-3-(2-methyl-9-(tetrahydro-2H-pyran-2-yl)-9H-purin-6-yl)quinoline), [Li+].C[Si](C)(C)[N-][Si](C)(C)C (LiHMDS). Run in O1CCOCC1 (dioxane). Conditions: temperature 0 celsius, time 18 hour. The product is COC1=CC=C(C=N1)NC1=NC2=CC=CC=C2C=C1C1=C2N=CN(C2=NC(=N1)C)C1OCCCC1 (N-(6-Methoxypyridin-3-yl)-3-(2-Methyl-9-(Tetrahydro-2H-Pyran-2-yl)-9H-Purin-6-yl)Quinolin-2-Amine). As a reaction SMILES: [NH2:1][C:2]1[CH:3]=[CH:4][C:5]([O:8][CH3:9])=[N:6][CH:7]=1.Cl[C:11]1[C:20]([C:21]2[N:29]=[C:28]([CH3:30])[N:27]=[C:26]3[C:22]=2[N:23]=[CH:24][N:25]3[CH:31]2[CH2:36][CH2:35][CH2:34][CH2:33][O:32]2)=[CH:19][C:18]2[C:13](=[CH:14][CH:15]=[CH:16][CH:17]=2)[N:12]=1.[Li+].C[Si]([N-][Si](C)(C)C)(C)C>O1CCOCC1>[CH3:9][O:8][C:5]1[N:6]=[CH:7][C:2]([NH:1][C:11]2[C:20]([C:21]3[N:29]=[C:28]([CH3:30])[N:27]=[C:26]4[C:22]=3[N:23]=[CH:24][N:25]4[CH:31]3[CH2:36][CH2:35][CH2:34][CH2:33][O:32]3)=[CH:19][C:18]3[C:13](=[CH:14][CH:15]=[CH:16][CH:17]=3)[N:12]=2)=[CH:3][CH:4]=1 |f:2.3|. Procedure details: A solution of 5-amino-2-methoxypyridine (50 mg, 0.41 mmol, Aldrich, St. Louis, Mo.) and 2-chloro-3-(2-methyl-9-(tetrahydro-2H-pyran-2-yl)-9H-purin-6-yl)quinoline (77 mg, 0.20 mmol) in dioxane (4 mL) at 0° C. was treated with LiHMDS (1 M in THF, 0.51 mL, 0.51 mmol). The reaction mixture was stirred at 0° C. for 1 h and 18 h at room temperature. Then an additional amount of LiHMDS (1 M in THF, 0.51 mL, 0.51 mmol) was added and the reaction mixture stirred at room temperature for 2 h. The reaction ... Reactants: COC1=C(C=C2CC(N(CC2=C1)CC1=CC(=CC=C1)OC)(C)C)O[Si](C(C)C)(C(C)C)C(C)C (7-Methoxy-2-(3-methoxy-benzyl)-3,3-dimethyl-6-triisopropylsilanyloxy-1,2,3,4-tetrahydro-isoquinoline), NS(=O)(=O)Cl (H2NSO2Cl). Solvent: CC(=O)N(C)C (DMA). Product: S(N)(OC=1C=C2CC(N(CC2=CC1OC)CC1=CC(=CC=C1)OC)(C)C)(=O)=O (2-(3-Methoxybenzyl)-1,2,3,4-tetrahydro-7-methoxy-3,3-dimethylisoquinolin-6-yl sulfamate). Yield: 89.0%. RXN SMILES: [CH3:1][O:2][C:3]1[CH:12]=[C:11]2[C:6]([CH2:7][C:8]([CH3:23])([CH3:22])[N:9]([CH2:13][C:14]3[CH:19]=[CH:18][CH:17]=[C:16]([O:20][CH3:21])[CH:15]=3)[CH2:10]2)=[CH:5][C:4]=1[O:24][Si](C(C)C)(C(C)C)C(C)C.[NH2:35][S:36](Cl)(=[O:38])=[O:37]>CC(N(C)C)=O>[S:36](=[O:38])(=[O:37])([O:24][C:4]1[CH:5]=[C:6]2[C:11](=[CH:12][C:3]=1[O:2][CH3:1])[CH2:10][N:9]([CH2:13][C:14]1[CH:19]=[CH:18][CH:17]=[C:16]([O:20][CH3:21])[CH:15]=1)[C:8]([CH3:23])([CH3:22])[CH2:7]2)[NH2:35]. Reported procedure: Sulfamoylation of 226 with H2NSO2Cl and DMA as described above afforded the title compound (86 mg, 89%) as a colourless foam. 1H NMR (400 MHz; DMSO-d6) 1.14 (6H, s, 2×CH3), 2.69 (2H, s, CH2), 3.43 (2H, s, CH2), 3.62 (2H, s, CH2), 3.73 (3H, s, OCH3), 3.75 (3H, s, OCH3), 6.80 (1H, dd, J=8.0, 2.0 Hz, CH), 6.83 (1H, s, CH), 6.89-6.94 (3H, m, 3×CH), 7.23 (1H, t, J=8.0 Hz, CH), 7.79 (2H, s, NH2). 13C NMR (100 MHz; DMSO-d6) 42.80 (CH2), 49.42 (CH2), 52.05 (C), 53.0 (CH2), 54.94 (OCH3), 55.79 (OCH3), 11...